Dataset: the Open Reaction Database (ORD), a public repository of structured organic reaction records. Task: describe an organic reaction: reactants, conditions, products, and yield Reactants: Cl (HCl), C(=O)(O)[O-].[Na+] (NaHCO3), FC=1C=C(C(=O)NN)C=C(C1)F (3,5-difluorobenzohydrazide), CN=C=S (methyl isothiocyanate). Run in O (H2O), CC(C)O (2-propanol). Reaction conditions: temperature 70 celsius. Product: FC=1C=C(C=C(C1)F)C=1N(C(NN1)=S)C (5-(3,5-difluorophenyl)-4-methyl-2,4-dihydro-3H-1,2,4-triazole-3-thione). RXN SMILES: [F:1][C:2]1[CH:3]=[C:4]([CH:9]=[C:10]([F:12])[CH:11]=1)[C:5]([NH:7][NH2:8])=O.[CH3:13][N:14]=[C:15]=[S:16].C([O-])(O)=O.[Na+].Cl>CC(O)C.O>[F:1][C:2]1[CH:3]=[C:4]([C:5]2[N:14]([CH3:13])[C:15](=[S:16])[NH:8][N:7]=2)[CH:9]=[C:10]([F:12])[CH:11]=1 |f:2.3|. Procedure: 3,5-difluorobenzohydrazide (5 g, 29 mol) and methyl isothiocyanate (2.1 g, 29 mmol) were mixed in 2-propanol (100 ml) and heated to 70° C. o.n. The reaction was cooled to r.t. and the formed precipitate was filtered off. H2O (100 mL) and NaHCO3 (4 g, 48 mmol) were added to the solid and the mixture was heated to 70° C. for 2 h. The reaction mixture was cooled to r.t., acidified with concentrated HCl and the title compound, 6.4 g (97%), was collected by filtration. LC-MS (M++1): 228 The reactants are CN1CCNCC1 (1-Methylpiperazine), ClCCCC(=O)NC1=CC(=CC=C1)C1CCN(CC1)C=1C=CC=2N(N1)C(=NN2)C(F)(F)F (4-chloro-N-[3-[1-[3-(trifluoromethyl)-[1,2,4]triazolo[4,3-b]pyridazin-6-yl]piperidin-4-yl]phenyl]butanamide), [I-].[Na+] (sodium iodide). The solvent is C1CCOC1 (THF), CC(=O)N(C)C (DMA). Run at temperature 60 celsius. The product is CN1CCN(CC1)CCCC(=O)NC1=CC(=CC=C1)C1CCN(CC1)C=1C=CC=2N(N1)C(=NN2)C(F)(F)F (4-(4-methylpiperazin-1-yl)-N-[3-[1-[3-(trifluoromethyl)-[1,2,4]triazolo[4,3-b]pyridazin-6-yl]piperidin-4-yl]phenyl]butanamide). Isolated yield 47.8%. Reaction SMILES: [CH3:1][N:2]1[CH2:7][CH2:6][NH:5][CH2:4][CH2:3]1.Cl[CH2:9][CH2:10][CH2:11][C:12]([NH:14][C:15]1[CH:20]=[CH:19][CH:18]=[C:17]([CH:21]2[CH2:26][CH2:25][N:24]([C:27]3[CH:28]=[CH:29][C:30]4[N:31]([C:33]([C:36]([F:39])([F:38])[F:37])=[N:34][N:35]=4)[N:32]=3)[CH2:23][CH2:22]2)[CH:16]=1)=[O:13].[I-].[Na+]>C1COCC1.CC(N(C)C)=O>[CH3:1][N:2]1[CH2:7][CH2:6][N:5]([CH2:9][CH2:10][CH2:11][C:12]([NH:14][C:15]2[CH:20]=[CH:19][CH:18]=[C:17]([CH:21]3[CH2:26][CH2:25][N:24]([C:27]4[CH:28]=[CH:29][C:30]5[N:31]([C:33]([C:36]([F:39])([F:37])[F:38])=[N:34][N:35]=5)[N:32]=4)[CH2:23][CH2:22]3)[CH:16]=2)=[O:13])[CH2:4][CH2:3]1 |f:2.3|. Procedure details: 1-Methylpiperazine (152 μl, 1.37 mmol) was added to 4-chloro-N-[3-[1-[3-(trifluoromethyl)-[1,2,4]triazolo[4,3-b]pyridazin-6-yl]piperidin-4-yl]phenyl]butanamide (160 mg, 0.343 mmol) and sodium iodide (10 mg, 0.069 mmol) in a mixture of THF (2 mL) and DMA (0.5 mL). The resulting solution was heated at 60° C. for 16 hours, then cooled and evaporated to give the crude product, which was purified by flash chromatography on silica, eluting with a gradient of 0-10% 2M ammonia in methanol in DCM. The so... The reactants are O=[N+]([O-])[O-].[O-][N+]([O-])=O.[O-][N+]([O-])=O.[O-][N+]([O-])=O.[O-][N+]([O-])=O.[O-][N+]([O-])=O.[Ce+4].[NH4+].[NH4+] (CAN), C(C)#N (acetonitrile), COC1=C2CC(CC2=C(C(=C1OC)OC)OC)CCCCCCCC(=O)OCC (ethyl 8-(4,5,6,7-tetramethoxyindan-2-yl)octanoate). The solvent is O (water), O (Water). Reaction conditions: time 15 minute. The product is COC=1C(C=2CC(CC2C(C1OC)=O)CCCCCCCC(=O)OCC)=O (Ethyl 8-(5,6-dimethoxy-4,7-dioxoindan-2-yl)octanoate). Isolated yield 16.2%. Reaction SMILES: O=[N+]([O-])[O-].[O-][N+](=O)[O-].[O-][N+](=O)[O-].[O-][N+](=O)[O-].[O-][N+](=O)[O-].[O-][N+](=O)[O-].[Ce+4].[NH4+].[NH4+].C(#N)C.C[O:32][C:33]1[C:41]([O:42][CH3:43])=[C:40]([O:44][CH3:45])[C:39]([O:46]C)=[C:38]2[C:34]=1[CH2:35][CH:36]([CH2:48][CH2:49][CH2:50][CH2:51][CH2:52][CH2:53][CH2:54][C:55]([O:57][CH2:58][CH3:59])=[O:56])[CH2:37]2>O>[CH3:45][O:44][C:40]1[C:39](=[O:46])[C:38]2[CH2:37][CH:36]([CH2:48][CH2:49][CH2:50][CH2:51][CH2:52][CH2:53][CH2:54][C:55]([O:57][CH2:58][CH3:59])=[O:56])[CH2:35][C:34]=2[C:33](=[O:32])[C:41]=1[O:42][CH3:43] |f:0.1.2.3.4.5.6.7.8|. Reported procedure: A water (1.0 ml) solution of CAN (336 mg, 0.613 mmols) was dropwise added to an acetonitrile (2.0 ml) solution of ethyl 8-(4,5,6,7-tetramethoxyindan-2-yl)octanoate (100 mg, 0.245 mmols) with cooling with ice and stirring was continued for 15 minutes. Water was added to the reaction mixture, which was then extracted with ethyl acetate. The organic layer was washed with a saturated aqueous sodium chloride solution, and then dried. The solvent was evaporated in vacuo, and the resulting crude produc... Starting materials: C([O-])(O)=O.[Na+] (sodium bicarbonate), BrC1=C(CO)C=CC=C1OCC1=CC=CC=C1 (2-bromo-3-benzyloxy-benzyl alcohol), [Br-].[Na+] (sodium bromide), S(=O)([O-])[O-].[Na+].[Na+] (sodium sulfite). The reagents and catalysts are CC1(CCCC(N1[O])(C)C)C (TEMPO). Solvent: O (water), [O-]Cl.[Na+] (Chlorox), C1CCOC1 (THF). Reaction conditions: temperature 0 celsius, time 3 hour. Product: BrC1=C(C=O)C=CC=C1OCC1=CC=CC=C1 (2-bromo-3-benzyloxybenzaldehyde). Isolated yield 89.5%. Reaction SMILES: [Br:1][C:2]1[C:9]([O:10][CH2:11][C:12]2[CH:17]=[CH:16][CH:15]=[CH:14][CH:13]=2)=[CH:8][CH:7]=[CH:6][C:3]=1[CH2:4][OH:5].[Br-].[Na+].C(=O)(O)[O-].[Na+].S([O-])([O-])=O.[Na+].[Na+]>C1COCC1.[O-]Cl.[Na+].CC1(C)N([O])C(C)(C)CCC1.O>[Br:1][C:2]1[C:9]([O:10][CH2:11][C:12]2[CH:17]=[CH:16][CH:15]=[CH:14][CH:13]=2)=[CH:8][CH:7]=[CH:6][C:3]=1[CH:4]=[O:5] |f:1.2,3.4,5.6.7,9.10,^1:42|. Procedure: (2-bromo-3-benzyloxy-benzyl alcohol (251 g, 0.86 mol) was dissolved in THF (300 mL) and sodium bromide (13.2 g, 0.128 mol) added. The reaction mixture was cooled to 0° C. and TEMPO (0.67 g, 4.28 mmol) was added followed by a freshly prepared (0° C.) solution of sodium bicarbonate (10.8 g, 0.128 mol) in 1 liter of commercial Chlorox® bleach. This was stirred rapidly at 0° C. for 3 h and sodium sulfite added. Any precipitated solids were dissolved upon addition of deionized water. The organics wer...